From a dataset of the Open Reaction Database (ORD), a public repository of structured organic reaction records. describe an organic reaction: reactants, conditions, products, and yield The reactants are CC(=C(C(=O)OC)N1C(C[C@H]1CC=C)=O)C (methyl 3-methyl-2-[(4R)-2-oxo-4-allylazetidin-1-yl]but-2-enoate), Cl (Hydrochloric acid), C(C)(C)NC1CCCCC1 (N-isopropylcyclohexylamine), CC(=O)C (Acetone). Solvent: O1CCCC1 (tetrahydrofuran), C(C)(=O)OCC (ethyl acetate), O1CCCC1 (tetrahydrofuran). Reaction conditions: temperature -70 celsius, time 20 minute. Yields the product CC(=C(C(=O)OC)N1C([C@@H]([C@H]1CC=C)C(C)(C)O)=O)C (methyl 3-methyl-2-[(3S, 4R)-3-(1-hydroxy-1-methylethyl)-2-oxo-4-allylazetidin-1-yl]but-2-enoate). RXN SMILES: C(NC1CCCCC1)(C)C.[CH3:11][C:12]([CH3:26])=[C:13]([N:18]1[C@H:21]([CH2:22][CH:23]=[CH2:24])[CH2:20][C:19]1=[O:25])[C:14]([O:16][CH3:17])=[O:15].[CH3:27][C:28]([CH3:30])=[O:29].Cl>O1CCCC1.C(OCC)(=O)C>[CH3:11][C:12]([CH3:26])=[C:13]([N:18]1[C@H:21]([CH2:22][CH:23]=[CH2:24])[C@@H:20]([C:28]([OH:29])([CH3:30])[CH3:27])[C:19]1=[O:25])[C:14]([O:16][CH3:17])=[O:15]. Procedure: 1.55M Butyl lithium-hexane solution (2.82 ml) was added to a solution of N-isopropylcyclohexylamine (0.72 ml) in tetrahydrofuran (6 ml) at -70° C., and the mixture was stirred for 20 minutes at -70° C. This mixture was added to a solution of methyl 3-methyl-2-[(4R)-2-oxo-4-allylazetidin-1-yl]but-2-enoate (247 mg) in tetrahydrofuran (6 ml) at -70° C. and the mixture was stirred for 1 hour at -70° C., and for 30 minutes at -30° C. Acetone (0.12 ml) was added to the reaction mixture at -70° C., and... Starting materials: ClC1=NC(=CC2=CC(=NC(=C12)Cl)Cl)Cl (1,3,6,8-tetrachloro-2,7-naphthyridine), C(C)(=O)[O-].[K+] (potassium acetate). The reagents and catalysts are [Pd] (Pd/C). Solvent: CO (MeOH). Reaction conditions: time 24 hour. The product is C1NCCC2=CC=NC=C12 (1,2,3,4-tetrahydro-2,7-naphthyridine). Isolated yield 125.6%. RXN SMILES: Cl[C:2]1[C:11]2[C:6](=[CH:7][C:8](Cl)=[N:9][C:10]=2Cl)[CH:5]=[C:4](Cl)[N:3]=1.C([O-])(=O)C.[K+]>CO.[Pd]>[CH2:10]1[C:11]2[C:6](=[CH:5][CH:4]=[N:3][CH:2]=2)[CH2:7][CH2:8][NH:9]1 |f:1.2|. Procedure details: A mixture of 1,3,6,8-tetrachloro-2,7-naphthyridine (1.00 g, 2.67 mmol, 1 eq), Pd/C (200 mg, 0.2 eq) and potassium acetate (6.00 g, 61 mmol, 16 eq) in 300 mL of MeOH was stirred for 24 h at room temperature under H2, and then filtered through a Celite pad. The filtrate was concentrated in vacuo and treated with 100 mL of saturated Na2CO3 aqueous solution. The mixture was extracted with CH2Cl2 (50 mL×3). The organic layer was dried over Na2SO4 and concentrated in vacuo to afford the title compound... As a reaction SMILES: [CH3:1][O:2][C:3](=[O:14])[CH2:4][CH2:5][C:6]1[C:11]([OH:12])=[CH:10][CH:9]=[C:8](I)[N:7]=1.[CH3:15][O:16][C:17](=[O:26])[C:18]1[CH:23]=[CH:22][C:21]([C:24]#[CH:25])=[CH:20][CH:19]=1>>[CH3:1][O:2][C:3](=[O:14])[CH2:4][CH2:5][C:6]1[C:11]([OH:12])=[CH:10][CH:9]=[C:8]([C:25]#[C:24][C:21]2[CH:22]=[CH:23][C:18]([C:17]([O:16][CH3:15])=[O:26])=[CH:19][CH:20]=2)[N:7]=1. Yields the product COC(CCC1=NC(=CC=C1O)C#CC1=CC=C(C=C1)C(=O)OC)=O (3-{3-hydroxy-6-[2-(4-methoxycarbonylphenyl)-ethinyl]-2-pyridyl}-propionic acid methyl ester). Isolated yield 59.0%. Reported procedure: Under the conditions of example 5 A, 6.3 g of 3-(3-hydroxy-6-iodo-2-pyridyl)-propionic acid methyl ester is reacted with 3.28 g of 4-ethinylbenzoic acid methyl ester, worked up, and the crude product is chromatographed on silica gel with hexane/0-50% ethyl acetate. 4.1 g of 3-{3-hydroxy-6-[2-(4-methoxycarbonylphenyl)-ethinyl]-2-pyridyl}-propionic acid methyl ester of melting point 173°-177° C. is obtained. Starting materials: COC(CCC1=NC(=CC=C1O)I)=O (3-(3-hydroxy-6-iodo-2-pyridyl)-propionic acid methyl ester), COC(C1=CC=C(C=C1)C#C)=O (4-ethinylbenzoic acid methyl ester). Reactants: CN(C)C(=O)Cl, CC1(C)Sc2nccn2C1=NO, [H-], [Na+], C1CCOC1. Yields the product CN(C)C(=O)ON=C1n2ccnc2SC1(C)C. As a reaction SMILES: [CH3:15][N:16]([C:17](=[O:18])[Cl:19])[CH3:20].[CH3:3][C:4]1([CH3:14])[C:5](=[N:12][OH:13])[n:6]2[c:7]([n:9][cH:10][cH:11]2)[S:8]1.[H-:1].[Na+:2].[O:21]1[CH2:22][CH2:23][CH2:24][CH2:25]1>>[CH3:3][C:4]1([CH3:14])[C:5](=[N:12][O:13][C:17]([N:16]([CH3:15])[CH3:20])=[O:18])[n:6]2[c:7]([n:9][cH:10][cH:11]2)[S:8]1. The reactants are 167, C([O-])([O-])=O.[K+].[K+] (potassium carbonate), C(C)(=O)OC1=C(C=CC=C1)CCC1=C(C=CC=C1)OC(C)=O (1,2-bis(acetoxyphenyl)ethane), C(C1=CC(C(=O)O)=CC=C1)(=O)O (isophthalic acid), C(C)(=O)OC1=C(C=CC=C1)CCC1=C(C=CC=C1)OC(C)=O (1,2-bis(acetoxyphenyl)ethane). Conditions: temperature 245 celsius. Yields the product C(C1=CC(C(=O)O)=CC=C1)(=O)O.OC1=CC=C(C=C1)CCC1=CC=C(C=C1)O (1,2-BIS(4-HYDROXYPHENYL)ETHANE ISOPHTHALATE). Reaction SMILES: [C:1]([OH:12])(=[O:11])[C:2]1[CH:10]=[CH:9][CH:8]=[C:4]([C:5]([OH:7])=[O:6])[CH:3]=1.C(O[C:17]1[CH:22]=[CH:21][CH:20]=[CH:19][C:18]=1[CH2:23][CH2:24][C:25]1[CH:30]=[CH:29]C=[CH:27][C:26]=1OC(=O)C)(=O)C.[C:35](=[O:38])([O-])[O-].[K+].[K+]>>[C:1]([OH:12])(=[O:11])[C:2]1[CH:10]=[CH:9][CH:8]=[C:4]([C:5]([OH:7])=[O:6])[CH:3]=1.[OH:6][C:21]1[CH:20]=[CH:19][C:18]([CH2:23][CH2:24][C:25]2[CH:30]=[CH:29][C:35]([OH:38])=[CH:27][CH:26]=2)=[CH:17][CH:22]=1 |f:2.3.4,5.6|. Procedure: A charge consisting of 167 parts of isophthalic acid and 298 parts of 1,2-bis(acetoxyphenyl)ethane and 0.005 mols potassium carbonate per mol of 1,2-bis(acetoxyphenyl)ethane is placed in a reaction vessel equipped with a stirrer, condenser and receiver. The vessel is evacuated and purged with nitrogen three times. During the reaction a nitrogen blanket is maintained in the reactor. The temperature is raised to about 245° C. and acetic acid distills. The rate of distillation during the initial 67... The reactants are ClCCl, CN, CCO, COc1ccc2cc(C=O)ccc2c1, [Mg+2], O=S(=O)([O-])[O-]. The product is CN=Cc1ccc2cc(OC)ccc2c1. Reaction SMILES: [CH2:26]([Cl:27])[Cl:28].[CH3:1][NH2:2].[CH3:3][CH2:4][OH:5].[CH3:6][O:7][c:8]1[cH:9][c:10]2[cH:11][cH:12][c:13]([CH:18]=[O:19])[cH:14][c:15]2[cH:16][cH:17]1.[Mg+2:20].[O-:21][S:22](=[O:23])(=[O:24])[O-:25]>>[CH3:1][N:2]=[CH:18][c:13]1[cH:12][cH:11][c:10]2[cH:9][c:8]([O:7][CH3:6])[cH:17][cH:16][c:15]2[cH:14]1. The reactants are COC(=O)CCCCCCCCCCBr, CC(O)=S, O=C([O-])[O-], CCCCCCCC[N+](C)(CCCCCCCC)CCCCCCCC, [Cl-], ClCCl, [Cs+], [Cs+], O. Product: COC(=O)CCCCCCCCCCC(C)=S. Reaction SMILES: [Br:1][CH2:2][CH2:3][CH2:4][CH2:5][CH2:6][CH2:7][CH2:8][CH2:9][CH2:10][CH2:11][C:12](=[O:13])[O:14][CH3:15].[C:16]([CH3:17])(=[S:18])[OH:19].[C:20](=[O:21])([O-:22])[O-:23].[CH3:30][N+:31]([CH2:32][CH2:33][CH2:34][CH2:35][CH2:36][CH2:37][CH2:38][CH3:39])([CH2:40][CH2:41][CH2:42][CH2:43][CH2:44][CH2:45][CH2:46][CH3:47])[CH2:48][CH2:49][CH2:50][CH2:51][CH2:52][CH2:53][CH2:54][CH3:55].[Cl-:29].[Cl:26][CH2:27][Cl:28].[Cs+:24].[Cs+:25].[OH2:56]>>[CH2:2]([CH2:3][CH2:4][CH2:5][CH2:6][CH2:7][CH2:8][CH2:9][CH2:10][CH2:11][C:12](=[O:13])[O:14][CH3:15])[C:16]([CH3:17])=[S:18]. Starting materials: CC(=O)[O-], CC(=O)[O-], CCN=C=O, CCCC[Sn+2]CCCC, C1CCOC1, Cc1ncc(-c2cc(-c3cccnc3)cc3nc(N)nn23)n1C, CO, Cc1ccccc1, ClC(Cl)Cl. Product: CCNC(=O)Nc1nc2cc(-c3cccnc3)cc(-c3cnc(C)n3C)n2n1. RXN SMILES: [C:29]([O-:30])(=[O:31])[CH3:32].[C:33]([O-:34])(=[O:35])[CH3:36].[CH2:24]([CH3:25])[N:26]=[C:27]=[O:28].[CH2:37]([Sn+2:38][CH2:39][CH2:40][CH2:41][CH3:42])[CH2:43][CH2:44][CH3:45].[CH2:52]1[O:53][CH2:54][CH2:55][CH2:56]1.[CH3:1][c:2]1[n:3][cH:4][c:5](-[c:8]2[cH:9][c:10](-[c:18]3[cH:19][n:20][cH:21][cH:22][cH:23]3)[cH:11][c:12]3[n:13]2[n:14][c:15]([NH2:17])[n:16]3)[n:6]1[CH3:7].[CH3:46][OH:47].[CH3:57][c:58]1[cH:59][cH:60][cH:61][cH:62][cH:63]1.[Cl:48][CH:49]([Cl:50])[Cl:51]>>[CH3:1][c:2]1[n:3][cH:4][c:5](-[c:8]2[cH:9][c:10](-[c:18]3[cH:19][n:20][cH:21][cH:22][cH:23]3)[cH:11][c:12]3[n:13]2[n:14][c:15]([NH:17][C:27]([NH:26][CH2:24][CH3:25])=[O:28])[n:16]3)[n:6]1[CH3:7].